This data is from the Open Reaction Database (ORD), a public repository of structured organic reaction records. The task is: describe an organic reaction: reactants, conditions, products, and yield The reactants are C1CCOC1, ClCCl, O=[Mn]=O, O=C(Nc1ccccc1O)c1ccc(CO)cc1. The product is O=Cc1ccc(C(=O)Nc2ccccc2O)cc1. Reaction SMILES: [CH2:22]1[O:23][CH2:24][CH2:25][CH2:26]1.[Cl:19][CH2:20][Cl:21].[O:27]=[Mn:28]=[O:29].[OH:1][CH2:2][c:3]1[cH:4][cH:5][c:6]([C:7](=[O:8])[NH:9][c:10]2[c:11]([OH:16])[cH:12][cH:13][cH:14][cH:15]2)[cH:17][cH:18]1>>[O:1]=[CH:2][c:3]1[cH:4][cH:5][c:6]([C:7](=[O:8])[NH:9][c:10]2[c:11]([OH:16])[cH:12][cH:13][cH:14][cH:15]2)[cH:17][cH:18]1. Starting materials: CCOC(=O)C(=Cc1cn(C2CCC(O)CC2)cn1)CCCNC(=O)OC(C)(C)C, Cc1ccccc1, CC(C)OC(=O)N=NC(=O)OC(C)C, C1CCOC1, Oc1ccncc1, c1ccc(P(c2ccccc2)c2ccccc2)cc1. Yields the product CCOC(=O)C(=Cc1cn(C2CCC(Oc3ccncc3)CC2)cn1)CCCNC(=O)OC(C)(C)C. RXN SMILES: [C:1]([CH3:2])([CH3:3])([CH3:4])[O:5][C:6](=[O:7])[NH:8][CH2:9][CH2:10][CH2:11][C:12]([C:13](=[O:14])[O:15][CH2:16][CH3:17])=[CH:18][c:19]1[n:20][cH:21][n:22]([CH:24]2[CH2:25][CH2:26][CH:27]([OH:30])[CH2:28][CH2:29]2)[cH:23]1.[CH3:76][c:77]1[cH:78][cH:79][cH:80][cH:81][cH:82]1.[O:57]=[C:58]([O:59][CH:60]([CH3:61])[CH3:62])[N:63]=[N:64][C:65]([O:66][CH:67]([CH3:68])[CH3:69])=[O:70].[O:71]1[CH2:72][CH2:73][CH2:74][CH2:75]1.[OH:50][c:51]1[cH:52][cH:53][n:54][cH:55][cH:56]1.[c:31]1([P:32]([c:33]2[cH:34][cH:35][cH:36][cH:37][cH:38]2)[c:39]2[cH:40][cH:41][cH:42][cH:43][cH:44]2)[cH:45][cH:46][cH:47][cH:48][cH:49]1>>[C:1]([CH3:2])([CH3:3])([CH3:4])[O:5][C:6](=[O:7])[NH:8][CH2:9][CH2:10][CH2:11][C:12]([C:13](=[O:14])[O:15][CH2:16][CH3:17])=[CH:18][c:19]1[n:20][cH:21][n:22]([CH:24]2[CH2:25][CH2:26][CH:27]([O:30][c:51]3[cH:52][cH:53][n:54][cH:55][cH:56]3)[CH2:28][CH2:29]2)[cH:23]1. Starting materials: C(C)(=O)N(C(OC(C)(C)C)=O)C1=NOC2=C1C=C(C=C2)C2=C(C=CC(=C2)Cl)OC2=C(C=C(C(=C2)F)S(N(C2=NC=NS2)CC2=C(C=C(C=C2)OC)OC)(=O)=O)F (tert-butyl acetyl(5-(5-chloro-2-(4-(N-(2,4-dimethoxybenzyl)-N-(1,2,4-thiadiazol-5-yl)sulfamoyl)-2,5-difluorophenoxy)phenyl)benzo[d]isoxazol-3-yl)carbamate), FC(C(=O)O)(F)F (trifluoroacetic acid). Solvent: ClCCl (dichloromethane). Conditions: time 1 hour. Product: S1N=CN=C1NS(=O)(=O)C1=CC(=C(OC2=C(C=C(C=C2)Cl)C=2C=CC3=C(C(=NO3)NC(C)=O)C2)C=C1F)F (N-(5-(2-(4-(N-(1,2,4-thiadiazol-5-yl)sulfamoyl)-2,5-difluorophenoxy)-5-chlorophenyl)benzo[d]isoxazol-3-yl)acetamide). The yield is 35.0%. As a reaction SMILES: [C:1]([N:4]([C:12]1[C:16]2[CH:17]=[C:18]([C:21]3[CH:26]=[C:25]([Cl:27])[CH:24]=[CH:23][C:22]=3[O:28][C:29]3[CH:34]=[C:33]([F:35])[C:32]([S:36](=[O:55])(=[O:54])[N:37](CC4C=CC(OC)=CC=4OC)[C:38]4[S:42][N:41]=[CH:40][N:39]=4)=[CH:31][C:30]=3[F:56])[CH:19]=[CH:20][C:15]=2[O:14][N:13]=1)C(=O)OC(C)(C)C)(=[O:3])[CH3:2].FC(F)(F)C(O)=O>ClCCl>[S:42]1[C:38]([NH:37][S:36]([C:32]2[C:33]([F:35])=[CH:34][C:29]([O:28][C:22]3[CH:23]=[CH:24][C:25]([Cl:27])=[CH:26][C:21]=3[C:18]3[CH:19]=[CH:20][C:15]4[O:14][N:13]=[C:12]([NH:4][C:1](=[O:3])[CH3:2])[C:16]=4[CH:17]=3)=[C:30]([F:56])[CH:31]=2)(=[O:54])=[O:55])=[N:39][CH:40]=[N:41]1. Procedure: A solution of tert-butyl acetyl(5-(5-chloro-2-(4-(N-(2,4-dimethoxybenzyl)-N-(1,2,4-thiadiazol-5-yl)sulfamoyl)-2,5-difluorophenoxy)phenyl)benzo[d]isoxazol-3-yl)carbamate (0.21 g, 0.25 mmol) in dichloromethane (20 mL) at 0° C., under nitrogen, was treated with trifluoroacetic acid (75 μL, 0.8 mmol) and stirred for 1 h. The reaction mixture was allowed to warm to ambient temperature, stirred for 3 h and concentrated in vacuo. The residue was purified by reverse phase HPLC to afford N-(5-(2-(4-(N-(1...